From a dataset of the Open Reaction Database (ORD), a public repository of structured organic reaction records. describe an organic reaction: reactants, conditions, products, and yield Reactants: O=C=Nc1cccc(C(F)(F)F)c1, Cc1cc2oc(=O)c(N)c(-c3ccccc3C)c2cc1Cl, c1ccccc1. The product is Cc1cc2oc(=O)c(NC(=O)Nc3cccc(C(F)(F)F)c3)c(-c3ccccc3C)c2cc1Cl. RXN SMILES: [F:22][C:23]([c:24]1[cH:25][c:26]([N:30]=[C:31]=[O:32])[cH:27][cH:28][cH:29]1)([F:33])[F:34].[NH2:1][c:2]1[c:3](=[O:21])[o:4][c:5]2[c:6]([c:7]1-[c:8]1[c:9]([CH3:14])[cH:10][cH:11][cH:12][cH:13]1)[cH:15][c:16]([Cl:20])[c:17]([CH3:19])[cH:18]2.[cH:35]1[cH:36][cH:37][cH:38][cH:39][cH:40]1>>[NH:1]([c:2]1[c:3](=[O:21])[o:4][c:5]2[c:6]([c:7]1-[c:8]1[c:9]([CH3:14])[cH:10][cH:11][cH:12][cH:13]1)[cH:15][c:16]([Cl:20])[c:17]([CH3:19])[cH:18]2)[C:31]([NH:30][c:26]1[cH:25][c:24]([C:23]([F:22])([F:33])[F:34])[cH:29][cH:28][cH:27]1)=[O:32]. Reactants: C(C)OC(C(C)(C)OC1=C(C=C(C=C1)O)C)=O (2-(4-hydroxy-2-methyl-phenoxy)-2-methyl-propionic acid ethyl ester), ClCC=1C(=NC(=NC1C)C1=CC(=CC=C1)C(F)(F)F)COC (5-chloromethyl-4-methoxymethyl-6-methyl-2-(3-trifluoromethyl-phenyl)-pyrimidine). Product: C(C)OC(C(C)(C)OC1=C(C=C(C=C1)OCC=1C(=NC(=NC1C)C1=CC(=CC=C1)C(F)(F)F)COC)C)=O (2-{4-[4-Methoxymethyl-6-methyl-2-(3-trifluoromethyl-phenyl)-pyrimidin-5-ylmethoxy]-2-methyl-phenoxy}-2-methyl-propionic acid ethyl ester). As a reaction SMILES: [CH2:1]([O:3][C:4](=[O:17])[C:5]([O:8][C:9]1[CH:14]=[CH:13][C:12]([OH:15])=[CH:11][C:10]=1[CH3:16])([CH3:7])[CH3:6])[CH3:2].Cl[CH2:19][C:20]1[C:21]([CH2:37][O:38][CH3:39])=[N:22][C:23]([C:27]2[CH:32]=[CH:31][CH:30]=[C:29]([C:33]([F:36])([F:35])[F:34])[CH:28]=2)=[N:24][C:25]=1[CH3:26]>>[CH2:1]([O:3][C:4](=[O:17])[C:5]([O:8][C:9]1[CH:14]=[CH:13][C:12]([O:15][CH2:19][C:20]2[C:21]([CH2:37][O:38][CH3:39])=[N:22][C:23]([C:27]3[CH:32]=[CH:31][CH:30]=[C:29]([C:33]([F:36])([F:34])[F:35])[CH:28]=3)=[N:24][C:25]=2[CH3:26])=[CH:11][C:10]=1[CH3:16])([CH3:6])[CH3:7])[CH3:2]. Procedure: In analogy to the procedure described in example 113A], 2-(4-hydroxy-2-methyl-phenoxy)-2-methyl-propionic acid ethyl ester (described in WO 02/092590) was reacted with 5-chloromethyl-4-methoxymethyl-6-methyl-2-(3-trifluoromethyl-phenyl)-pyrimidine (example 148D]) to give the title compound as light yellow viscous oil. Starting materials: CC(=O)O, CCN=C=NCCCN(C)C, CC#N, CCN(C(C)C)C(C)C, Cl, C=C(C)C1NC(=O)CC(c2cc(Cl)ccc2N)C12C(=O)Nc1cc(Cl)ccc12, On1nnc2ccccc21. Yields the product C=C(C)C1NC(=O)CC(c2cc(Cl)ccc2NC(C)=O)C12C(=O)Nc1cc(Cl)ccc12. Reaction SMILES: [CH3:29][C:30]([OH:31])=[O:32].[CH3:33][CH2:34][N:35]=[C:36]=[N:37][CH2:38][CH2:39][CH2:40][N:41]([CH3:42])[CH3:43].[CH3:64][C:65]#[N:66].[CH:55]([N:56]([CH2:57][CH3:58])[CH:59]([CH3:60])[CH3:61])([CH3:62])[CH3:63].[ClH:44].[NH2:1][c:2]1[c:3]([CH:9]2[CH2:10][C:11](=[O:28])[NH:12][CH:13]([C:25](=[CH2:26])[CH3:27])[C:14]23[C:15](=[O:24])[NH:16][c:17]2[cH:18][c:19]([Cl:23])[cH:20][cH:21][c:22]23)[cH:4][c:5]([Cl:8])[cH:6][cH:7]1.[OH:45][n:46]1[c:47]2[c:48]([cH:49][cH:50][cH:51][cH:52]2)[n:53][n:54]1>>[NH:1]([c:2]1[c:3]([CH:9]2[CH2:10][C:11](=[O:28])[NH:12][CH:13]([C:25](=[CH2:26])[CH3:27])[C:14]23[C:15](=[O:24])[NH:16][c:17]2[cH:18][c:19]([Cl:23])[cH:20][cH:21][c:22]23)[cH:4][c:5]([Cl:8])[cH:6][cH:7]1)[C:30]([CH3:29])=[O:31]. Reactants: C(C1=CC=CC=C1)OC1=C(OCC2OC2)C=CC=C1F (2-{[2-(benzyloxy)-3-fluorophenoxy]methyl}oxirane), C(C)[SiH](CC)CC (triethylsilane). The reagents and catalysts are [Pd] (Pd/C). The solvent is C(C)O (ethanol). Conditions: time 16 hour. The product is FC1=C(C(=CC=C1)OCC1OC1)O (2-FLUORO-6-(OXIRAN-2-YLMETHOXY)PHENOL). The yield is 65.1%. Reaction SMILES: C([O:8][C:9]1[C:19]([F:20])=[CH:18][CH:17]=[CH:16][C:10]=1[O:11][CH2:12][CH:13]1[CH2:15][O:14]1)C1C=CC=CC=1.C([SiH](CC)CC)C>[Pd].C(O)C>[F:20][C:19]1[CH:18]=[CH:17][CH:16]=[C:10]([O:11][CH2:12][CH:13]2[CH2:15][O:14]2)[C:9]=1[OH:8]. Procedure: To a mixture of 2-{[2-(benzyloxy)-3-fluorophenoxy]methyl}oxirane (8 g, 29.2 mmol), ethanol (65 ml) and Pd/C (0.5 g) under N2, triethylsilane (9.3 ml, 58.2 mmol) was added dropwise. The solution was stirred for 16 h at room temperature and filtered through Celite. The solvent was evaporated, Na2CO3 (10%) was added and the solution was extracted with EtOAc. The combined organic phases were dried (Na2SO4) and evaporated to dryness. Flash column chromatography (isooctane/EtOAc) yielded the title com... The reactants are [Al+3], COc1cccc(-c2cnc3ccccc3c2)c1, [Cl-], [Cl-], [Cl-]. The product is Oc1cccc(-c2cnc3ccccc3c2)c1. RXN SMILES: [Al+3:22].[CH3:1][O:2][c:3]1[cH:4][c:5](-[c:9]2[cH:10][n:11][c:12]3[cH:13][cH:14][cH:15][cH:16][c:17]3[cH:18]2)[cH:6][cH:7][cH:8]1.[Cl-:19].[Cl-:20].[Cl-:21]>>[OH:2][c:3]1[cH:4][c:5](-[c:9]2[cH:10][n:11][c:12]3[cH:13][cH:14][cH:15][cH:16][c:17]3[cH:18]2)[cH:6][cH:7][cH:8]1. The reactants are C(C)(C)(C)OC(CN(C1CC2=CC=CC=C2C1)C([C@@H](N[C@H](CCCCC1CCN(CC1)C(=O)OCC1=CC=CC=C1)C(=O)OCC)C)=O)=O (N-[N-[(R)-5-(1-benzyloxycarbonyl-4-piperidyl)-1-ethoxycarbonylpentyl]-L-alanyl]-N-(indan-2-yl)glycine tert-butyl ester), Br.C(C)(=O)O (hydrogen bromide acetic acid), C(C)OCC (ethyl ether). The solvent is C(C)(=O)O (acetic acid). Run at time 1 hour. Yields the product Br.Br.C(C)OC(=O)[C@@H](CCCCC1CCNCC1)N[C@@H](C)C(=O)N(CC(=O)O)C1CC2=CC=CC=C2C1 (N-[N-[(R)-1-ethoxycarbonyl-5-(4-piperidyl)pentyl]-L-alanyl]-N-(indan-2-yl)glycine.dihydrobromide). Reaction SMILES: C([O:5][C:6](=[O:49])[CH2:7][N:8]([C:18](=[O:48])[C@H:19]([CH3:47])[NH:20][C@@H:21]([C:42]([O:44][CH2:45][CH3:46])=[O:43])[CH2:22][CH2:23][CH2:24][CH2:25][CH:26]1[CH2:31][CH2:30][N:29](C(OCC2C=CC=CC=2)=O)[CH2:28][CH2:27]1)[CH:9]1[CH2:17][C:16]2[C:11](=[CH:12][CH:13]=[CH:14][CH:15]=2)[CH2:10]1)(C)(C)C.[BrH:50].C(O)(=O)C.C(OCC)C>C(O)(=O)C>[BrH:50].[BrH:50].[CH2:45]([O:44][C:42]([C@H:21]([NH:20][C@H:19]([C:18]([N:8]([CH:9]1[CH2:17][C:16]2[C:11](=[CH:12][CH:13]=[CH:14][CH:15]=2)[CH2:10]1)[CH2:7][C:6]([OH:49])=[O:5])=[O:48])[CH3:47])[CH2:22][CH2:23][CH2:24][CH2:25][CH:26]1[CH2:27][CH2:28][NH:29][CH2:30][CH2:31]1)=[O:43])[CH3:46] |f:1.2,5.6.7|. Reported procedure: In 2 ml of acetic acid is dissolved 0.35 g of N-[N-[(R)-5-(1-benzyloxycarbonyl-4-piperidyl)-1-ethoxycarbonylpentyl]-L-alanyl]-N-(indan-2-yl)glycine tert-butyl ester, and 2 ml of 30% hydrogen bromide-acetic acid solution is added to the solution, followed by standing at room temperature for 1 hour. 50 ml of ethyl ether is added to the reaction mixture, followed by shaking, and the supernatant layer is removed by decantation. The colorless precipitate is rinsed with ethyl ether and dried under red... The reactants are COC(=O)CCN(CC(=O)NCC(C)(C)c1ccccc1)C(=O)C(Cc1c[nH]cn1)NC(=O)OCc1ccccc1, CO, [Na+], C1CCOC1, [OH-], O. Yields the product CC(C)(CNC(=O)CN(CCC(=O)O)C(=O)C(Cc1c[nH]cn1)NC(=O)OCc1ccccc1)c1ccccc1. RXN SMILES: [CH2:1]([c:2]1[cH:3][cH:4][cH:5][cH:6][cH:7]1)[O:8][C:9](=[O:10])[NH:11][CH:12]([C:13](=[O:14])[N:15]([CH2:16][CH2:17][C:18](=[O:19])[O:20][CH3:21])[CH2:22][C:23](=[O:24])[NH:25][CH2:26][C:27]([CH3:28])([c:29]1[cH:30][cH:31][cH:32][cH:33][cH:34]1)[CH3:35])[CH2:36][c:37]1[n:38][cH:39][nH:40][cH:41]1.[CH3:42][OH:43].[Na+:46].[O:47]1[CH2:48][CH2:49][CH2:50][CH2:51]1.[OH-:45].[OH2:44]>>[CH2:1]([c:2]1[cH:3][cH:4][cH:5][cH:6][cH:7]1)[O:8][C:9](=[O:10])[NH:11][CH:12]([C:13](=[O:14])[N:15]([CH2:16][CH2:17][C:18](=[O:19])[OH:20])[CH2:22][C:23](=[O:24])[NH:25][CH2:26][C:27]([CH3:28])([c:29]1[cH:30][cH:31][cH:32][cH:33][cH:34]1)[CH3:35])[CH2:36][c:37]1[n:38][cH:39][nH:40][cH:41]1. Reactants: FC(S(=O)(=O)OC=1C2=C(N=C(N1)NC1=CC=C(C=C1)C1=CN=CO1)CCN(C2)C(C)=O)(F)F (6-acetyl-2-(4-(oxazol-5-yl)phenylamino)-5,6,7,8-tetrahydropyrido[4,3-d]pyrimidin-4-yl trifluoromethanesulfonate), NC=1C=C(C=CC1)CO ((3-aminophenyl)methanol). Solvent: CS(=O)C (DMSO). Conditions: time 8 hour. The product is OCC=1C=C(C=CC1)NC=1C2=C(N=C(N1)NC1=CC=C(C=C1)C1=CN=CO1)CCN(C2)C(C)=O (1-(4-(3-(hydroxymethyl)phenylamino)-2-(4-(oxazol-5-yl)phenylamino)-7,8-dihydropyrido[4,3-d]pyrimidin-6(5H)-yl)ethanone). Yield: 22.5%. Reaction SMILES: FC(F)(F)S(O[C:7]1[C:8]2[CH2:28][N:27]([C:29](=[O:31])[CH3:30])[CH2:26][CH2:25][C:9]=2[N:10]=[C:11]([NH:13][C:14]2[CH:19]=[CH:18][C:17]([C:20]3[O:24][CH:23]=[N:22][CH:21]=3)=[CH:16][CH:15]=2)[N:12]=1)(=O)=O.[NH2:34][C:35]1[CH:36]=[C:37]([CH2:41][OH:42])[CH:38]=[CH:39][CH:40]=1>CS(C)=O>[OH:42][CH2:41][C:37]1[CH:36]=[C:35]([NH:34][C:7]2[C:8]3[CH2:28][N:27]([C:29](=[O:31])[CH3:30])[CH2:26][CH2:25][C:9]=3[N:10]=[C:11]([NH:13][C:14]3[CH:15]=[CH:16][C:17]([C:20]4[O:24][CH:23]=[N:22][CH:21]=4)=[CH:18][CH:19]=3)[N:12]=2)[CH:40]=[CH:39][CH:38]=1. Procedure: 6-Acetyl-2-(4-(oxazol-5-yl)phenylamino)-5,6,7,8-tetrahydropyrido[4,3-d]pyrimidin-4-yl trifluoromethanesulfonate (35 mg, 0.07 mmol, Example 26a) in DMSO (1 mL) was dispensed in a library plate. (3-aminophenyl)methanol (8.62 mg, 0.07 mmol) was added to the funnel and the plate was left to shake overnight at 80° C. before it was filtered and purified by preparative HPLC to give 1-(4-(3-(hydroxymethyl)phenylamino)-2-(4-(oxazol-5-yl)phenylamino)-7,8-dihydropyrido[4,3-d]pyrimidin-6(5H)-yl)ethanone (7....